From a dataset of the Open Reaction Database (ORD), a public repository of structured organic reaction records. describe an organic reaction: reactants, conditions, products, and yield The reactants are COC1=CC=C(CN2N=CC(=C2)C=2N=C(SC2C)NC2=CC=CC(=N2)C#N)C=C1 (6-(4-(1-(4-methoxybenzyl)-1H-pyrazol-4-yl)-5-methylthiazol-2-ylamino)picolinonitrile), C(Cl)Cl (DCM), CO (MeOH). Run in C(=O)(C(F)(F)F)O (TFA). Yields the product CC1=C(N=C(S1)NC1=CC=CC(=N1)C#N)C=1C=NNC1 (6-(5-methyl-4-(1H-pyrazol-4-yl)thiazol-2-ylamino)picolinonitrile). Isolated yield 13.0%. RXN SMILES: COC1C=CC(C[N:8]2[CH:12]=[C:11]([C:13]3[N:14]=[C:15]([NH:19][C:20]4[N:25]=[C:24]([C:26]#[N:27])[CH:23]=[CH:22][CH:21]=4)[S:16][C:17]=3[CH3:18])[CH:10]=[N:9]2)=CC=1.C(Cl)Cl.CO>C(O)(C(F)(F)F)=O>[CH3:18][C:17]1[S:16][C:15]([NH:19][C:20]2[N:25]=[C:24]([C:26]#[N:27])[CH:23]=[CH:22][CH:21]=2)=[N:14][C:13]=1[C:11]1[CH:12]=[N:8][NH:9][CH:10]=1. Procedure details: According to Scheme 4 Step 2: A solution of 6-(4-(1-(4-methoxybenzyl)-1H-pyrazol-4-yl)-5-methylthiazol-2-ylamino)picolinonitrile (0.69 mmol, 277 mg) in TFA (4 mL) was microwaved for 7 minutes at 100° C. After evaporation of the solvent, the resulting residue was neutralized with a saturated solution of Na2CO3. The compound precipitated and after filtration, the solid was washed with water and dried. The solid was finally triturated in Et2O, DCM and MeOH to yield 6-(5-methyl-4-(1H-pyrazol-4-yl)th... The product is FC(CCCCCC1=CC=C(S1)C=O)(F)F (5-(6,6,6-Trifluorohexyl)thiophene-2-aldehyde). The solvent is O1CCCC1 (tetrahydrofuran). Run at temperature -25 celsius, time 2 hour. Procedure: To a solution of 2-(6,6,6-trifluorohexyl)thiophene (3.33 g) in dry tetrahydrofuran (30 ml) at -25° C. under nitrogen, was added n-butyllithium (8.2 ml, 2.5M) dropwise and the solution stirred at -25° C. for 2 hours. Dry dimethylformamide (2.34 ml) was then added dropwise and the solution stirred for a further hour, allowed to warm to room temperature and stirred for half hour. The reaction mixture was poured onto 2N hydrochloric acid (100 ml), extracted with ether (2×100 ml), dried over MgSO4 an... Reactants: FC(CCCCCC=1SC=CC1)(F)F (2-(6,6,6-trifluorohexyl)thiophene), C(CCC)[Li] (n-butyllithium), Cl (hydrochloric acid), CN(C=O)C (dimethylformamide). RXN SMILES: [F:1][C:2]([F:14])([F:13])[CH2:3][CH2:4][CH2:5][CH2:6][CH2:7][C:8]1[S:9][CH:10]=[CH:11][CH:12]=1.C([Li])CCC.CN(C)[CH:22]=[O:23].Cl>O1CCCC1>[F:14][C:2]([F:1])([F:13])[CH2:3][CH2:4][CH2:5][CH2:6][CH2:7][C:8]1[S:9][C:10]([CH:22]=[O:23])=[CH:11][CH:12]=1. Reactants: Cl, O=C(c1[nH]c2ccncc2c1Nc1ccc(I)cc1F)N1CCC(O)C1, OCC1CC(O)CN1. The product is O=C(c1[nH]c2ccncc2c1Nc1ccc(I)cc1F)N1CC(O)CC1CO. As a reaction SMILES: [ClH:27].[F:1][c:2]1[c:3]([NH:9][c:10]2[c:11]([C:19](=[O:20])[N:21]3[CH2:22][CH:23]([OH:26])[CH2:24][CH2:25]3)[nH:12][c:13]3[c:14]2[cH:15][n:16][cH:17][cH:18]3)[cH:4][cH:5][c:6]([I:8])[cH:7]1.[OH:28][CH2:29][CH:30]1[NH:31][CH2:32][CH:33]([OH:34])[CH2:35]1>>[F:1][c:2]1[c:3]([NH:9][c:10]2[c:11]([C:19](=[O:20])[N:21]3[CH2:22][CH:23]([OH:26])[CH2:24][CH:25]3[CH2:29][OH:28])[nH:12][c:13]3[c:14]2[cH:15][n:16][cH:17][cH:18]3)[cH:4][cH:5][c:6]([I:8])[cH:7]1. Starting materials: Cl, CCn1c(C(=O)Nc2ccc(N3CCNCC3)cc2)cc2c(Cl)c(Cl)ccc21, CCOc1cccc2c1cc(C(=O)Nc1ccc(N3CCN(C(=O)CC4SC(=O)NC4=O)CC3)cc1)n2CC, O=C(O)CC1SC(=O)NC1=O. Product: CCn1c(C(=O)Nc2ccc(N3CCN(C(=O)CC4SC(=O)NC4=O)CC3)cc2)cc2c(Cl)c(Cl)ccc21. RXN SMILES: [ClH:1].[N:41]1([c:47]2[cH:48][cH:49][c:50]([NH:53][C:54](=[O:55])[c:56]3[n:57]([CH2:67][CH3:68])[c:58]4[cH:59][cH:60][c:61]([Cl:66])[c:62]([Cl:65])[c:63]4[cH:64]3)[cH:51][cH:52]2)[CH2:42][CH2:43][NH:44][CH2:45][CH2:46]1.[O:2]=[C:3]1[S:4][CH:5]([CH2:9][C:10](=[O:11])[N:12]2[CH2:13][CH2:14][N:15]([c:16]3[cH:17][cH:18][c:19]([NH:20][C:21]([c:22]4[n:23]([CH2:24][CH3:25])[c:26]5[c:27]([cH:28]4)[c:29]([O:30][CH2:31][CH3:32])[cH:33][cH:34][cH:35]5)=[O:36])[cH:37][cH:38]3)[CH2:39][CH2:40]2)[C:6](=[O:8])[NH:7]1.[O:69]=[C:70]1[NH:71][C:72](=[O:73])[CH:74]([CH2:75][C:76]([OH:77])=[O:78])[S:79]1>>[O:2]=[C:3]1[S:4][CH:5]([CH2:9][C:10](=[O:11])[N:44]2[CH2:43][CH2:42][N:41]([c:47]3[cH:48][cH:49][c:50]([NH:53][C:54](=[O:55])[c:56]4[n:57]([CH2:67][CH3:68])[c:58]5[cH:59][cH:60][c:61]([Cl:66])[c:62]([Cl:65])[c:63]5[cH:64]4)[cH:51][cH:52]3)[CH2:46][CH2:45]2)[C:6](=[O:8])[NH:7]1.